This data is from the Open Reaction Database (ORD), a public repository of structured organic reaction records. The task is: describe an organic reaction: reactants, conditions, products, and yield Starting materials: C=1C=CC(=C(C1)C=O)O (salicyladehyde), C(C)(=O)OCCCCCBr (5-bromopentyl acetate), C([O-])([O-])=O.[K+].[K+] (potassium carbonate). Solvent: C(C)#N (acetonitrile). The product is C(C)(=O)OCCCCCOC1=C(C=O)C=CC=C1 (2-[[5-(acetyloxy)pentyl]oxy]benzaldehyde). Yield: 43549.4%. Reaction SMILES: [CH:1]1[CH:2]=[CH:3][C:4]([OH:9])=[C:5]([CH:7]=[O:8])[CH:6]=1.[C:10]([O:13][CH2:14][CH2:15][CH2:16][CH2:17][CH2:18]Br)(=[O:12])[CH3:11].C(=O)([O-])[O-].[K+].[K+]>C(#N)C>[C:10]([O:13][CH2:14][CH2:15][CH2:16][CH2:17][CH2:18][O:9][C:4]1[CH:3]=[CH:2][CH:1]=[CH:6][C:5]=1[CH:7]=[O:8])(=[O:12])[CH3:11] |f:2.3.4|. Procedure: A mixture of 12.2 g (0.1 mmol) of salicyladehyde, 23 g (0.11 mol) of 5-bromopentyl acetate, 44.2 g (0.3 mol) of anhydrous, granular potassium carbonate, and 700 mL of acetonitrile was stirred and refluxed for 20 hr. After being cooled, the resulting mixture was filtered with suction and the solids were washed well with ether. The filtrate and washes were combined and concentrated in vacuo giving a yellow oil which was purified by flash chromatography on silica gel, eluting with 4:1 hexane-ether.... Procedure: Ten grams of 2-amino-1,3,4-thiadiazole was dissolved in 100 ml of pyridine, and cooled with ice. While stirring the solution, 26.5 g of N-(2-chloroethyl)-N-nitrosocarbamoyl azide was gradually added, and after the addition, the stirring was continued for 60 minutes. The reaction solution was poured into ice water, and the precipitated crystals were washed with water, dried and recrystallized from methanol, to obtain 17.8 g (Yield 75%) of 2-{3-(2-chloroethyl)-3-nitrosoureido}-1,3,4-thiadiazole. T... The reactants are ClCCN(C(=O)N=[N+]=[N-])N=O (N-(2-chloroethyl)-N-nitrosocarbamoyl azide), NC=1SC=NN1 (2-amino-1,3,4-thiadiazole), ice water. Isolated yield 76.4%. Product: ClCCN(C(NC=1SC=NN1)=O)N=O (2-{3-(2-chloroethyl)-3-nitrosoureido}-1,3,4-thiadiazole). Run at time 60 minute. Run in N1=CC=CC=C1 (pyridine). Reaction SMILES: [NH2:1][C:2]1[S:3][CH:4]=[N:5][N:6]=1.[Cl:7][CH2:8][CH2:9][N:10]([N:16]=[O:17])[C:11](N=[N+]=[N-])=[O:12]>N1C=CC=CC=1>[Cl:7][CH2:8][CH2:9][N:10]([N:16]=[O:17])[C:11](=[O:12])[NH:1][C:2]1[S:3][CH:4]=[N:5][N:6]=1.